This data is from the Open Reaction Database (ORD), a public repository of structured organic reaction records. The task is: describe an organic reaction: reactants, conditions, products, and yield Starting materials: C(C)(C)(C)OC(N(C)C=1C=NC(=CC1I)Cl)=O ((6-chloro-4-iodo-pyridin-3-yl)-methyl-carbamic acid tert-butyl ester), OC[C@H]1NC[C@@H](C1)O ((2S,4R)-2-(hydroxymethyl)-4-hydroxypyrrolidine). Solvent: CS(=O)C (dimethyl sulfoxide). Conditions: temperature 130 celsius, time 32 hour. Product: C(C)(C)(C)OC(N(C)C=1C=NC(=CC1I)N1[C@@H](C[C@H](C1)O)CO)=O ((2S,4R)-[6-(4-Hydroxy-2-hydroxymethyl-pyrrolidin-1-yl)-4-iodo-pyridin-3-yl]-methyl-carbamic Acid tert-butyl Ester). Yield: 48.0%. Reaction SMILES: [C:1]([O:5][C:6](=[O:17])[N:7]([C:9]1[CH:10]=[N:11][C:12](Cl)=[CH:13][C:14]=1[I:15])[CH3:8])([CH3:4])([CH3:3])[CH3:2].[OH:18][CH2:19][C@@H:20]1[CH2:24][C@@H:23]([OH:25])[CH2:22][NH:21]1>CS(C)=O>[C:1]([O:5][C:6](=[O:17])[N:7]([C:9]1[CH:10]=[N:11][C:12]([N:21]2[CH2:22][C@H:23]([OH:25])[CH2:24][C@H:20]2[CH2:19][OH:18])=[CH:13][C:14]=1[I:15])[CH3:8])([CH3:4])([CH3:3])[CH3:2]. Procedure details: A mixture of 26.5 g (71.8 mmol) (6-chloro-4-iodo-pyridin-3-yl)-methyl-carbamic acid tert-butyl ester and 25.4 g (144 mmol) (2S,4R)-2-(hydroxymethyl)-4-hydroxypyrrolidine in 260 ml dimethyl sulfoxide was stirred at 130° C. for 32 h. The reaction mixture was concentrated in vacuo, treated with 200 ml 2 N sodium carbonate solution and extracted with three 200-ml portions of ethyl acetate. The organic layers were washed with 200 ml 2 N sodium carbonate solution and 200 ml brine and dried over sodium... Reactants: CS(=O)(=O)c1cc(Br)ccc1C(=O)O, CCc1cc(C)ccc1N1CCNCC1, CN1CCOCC1, CO, ClC(Cl)Cl, Cl. Yields the product CCc1cc(C)ccc1N1CCN(C(=O)c2ccc(Br)cc2S(C)(=O)=O)CC1. Reaction SMILES: [Br:1][c:2]1[cH:3][c:4]([S:11](=[O:12])(=[O:13])[CH3:14])[c:5]([C:6](=[O:7])[OH:8])[cH:9][cH:10]1.[CH2:16]([CH3:17])[c:18]1[c:19]([N:25]2[CH2:26][CH2:27][NH:28][CH2:29][CH2:30]2)[cH:20][cH:21][c:22]([CH3:24])[cH:23]1.[CH3:35][N:36]1[CH2:37][CH2:38][O:39][CH2:40][CH2:41]1.[CH3:42][OH:43].[CH:31]([Cl:32])([Cl:33])[Cl:34].[ClH:15]>>[Br:1][c:2]1[cH:3][c:4]([S:11](=[O:12])(=[O:13])[CH3:14])[c:5]([C:6](=[O:8])[N:28]2[CH2:27][CH2:26][N:25]([c:19]3[c:18]([CH2:16][CH3:17])[cH:23][c:22]([CH3:24])[cH:21][cH:20]3)[CH2:30][CH2:29]2)[cH:9][cH:10]1. Reactants: O=C([O-])[O-], CN(C)C=O, CCOC(=O)CCl, [K+], [K+], O, Oc1ccc(Cn2cccn2)cc1. Product: CCOC(=O)COc1ccc(Cn2cccn2)cc1. As a reaction SMILES: [C:21](=[O:22])([O-:23])[O-:24].[CH3:27][N:28]([CH3:29])[CH:30]=[O:31].[Cl:14][CH2:15][C:16](=[O:17])[O:18][CH2:19][CH3:20].[K+:25].[K+:26].[OH2:32].[n:1]1([CH2:6][c:7]2[cH:8][cH:9][c:10]([OH:13])[cH:11][cH:12]2)[n:2][cH:3][cH:4][cH:5]1>>[n:1]1([CH2:6][c:7]2[cH:8][cH:9][c:10]([O:13][CH2:15][C:16](=[O:17])[O:18][CH2:19][CH3:20])[cH:11][cH:12]2)[n:2][cH:3][cH:4][cH:5]1. The reactants are BrC1=CC=C(C=2N(C(=NC21)C2=CC=C(C=C2)C(C)C)CCOC)OC (4-bromo-2-(4-isopropyl-phenyl)-7-methoxy-1-(2-methoxy-ethyl)-1H-benzoimidazole), C([O-])([O-])=O.[Na+].[Na+] (sodium carbonate), C1(=CC=CC=C1)B(O)O (phenyl-boronic acid). The reagents and catalysts are [Pd].C1(=CC=CC=C1)P(C1=CC=CC=C1)C1=CC=CC=C1.C1(=CC=CC=C1)P(C1=CC=CC=C1)C1=CC=CC=C1.C1(=CC=CC=C1)P(C1=CC=CC=C1)C1=CC=CC=C1.C1(=CC=CC=C1)P(C1=CC=CC=C1)C1=CC=CC=C1 (tetrakis(triphenylphosphine) palladium). The solvent is C1(=CC=CC=C1)C.O (toluene water). Reaction conditions: temperature 100 celsius, time 9 hour. Product: C(C)(C)C1=CC=C(C=C1)C1=NC2=C(N1CCOC)C(=CC=C2C2=CC=CC=C2)OC (2-(4-Isopropyl-phenyl)-7-methoxy-1-(2-methoxy-ethyl)-4-phenyl-1H-benzoimidazole). The yield is 52.9%. RXN SMILES: Br[C:2]1[C:10]2[N:9]=[C:8]([C:11]3[CH:16]=[CH:15][C:14]([CH:17]([CH3:19])[CH3:18])=[CH:13][CH:12]=3)[N:7]([CH2:20][CH2:21][O:22][CH3:23])[C:6]=2[C:5]([O:24][CH3:25])=[CH:4][CH:3]=1.C(=O)([O-])[O-].[Na+].[Na+].[C:32]1(B(O)O)[CH:37]=[CH:36][CH:35]=[CH:34][CH:33]=1>C1(C)C=CC=CC=1.O.[Pd].C1(P(C2C=CC=CC=2)C2C=CC=CC=2)C=CC=CC=1.C1(P(C2C=CC=CC=2)C2C=CC=CC=2)C=CC=CC=1.C1(P(C2C=CC=CC=2)C2C=CC=CC=2)C=CC=CC=1.C1(P(C2C=CC=CC=2)C2C=CC=CC=2)C=CC=CC=1>[CH:17]([C:14]1[CH:13]=[CH:12][C:11]([C:8]2[N:7]([CH2:20][CH2:21][O:22][CH3:23])[C:6]3[C:5]([O:24][CH3:25])=[CH:4][CH:3]=[C:2]([C:32]4[CH:37]=[CH:36][CH:35]=[CH:34][CH:33]=4)[C:10]=3[N:9]=2)=[CH:16][CH:15]=1)([CH3:18])[CH3:19] |f:1.2.3,5.6,7.8.9.10.11|. Procedure: A mixture of 100 mg (0.25 mmol) 4-bromo-2-(4-isopropyl-phenyl)-7-methoxy-1-(2-methoxy-ethyl)-1H-benzoimidazole, 45 mg (0.424 mmol) sodium carbonate, 34 mg (0.275 mmol) phenyl-boronic acid and 10 mg tetrakis(triphenylphosphine) palladium in 10 ml toluene/water (3:1) is stirred at 100° C. for 9 hours. Then the reaction mixture is cooled to room temperature and poured on water and extracted (3×) with ethyl acetate. The combined organic layers are washed with water (2×) and brine, dried over MgSO4, ... The reactants are C(=O)(O)C1=C(C=O)C=CC(=C1)OC (2- carboxy -4- methoxybenzaldehyde). The solvent is CCO (EtOH). Product: COC1=CC=C2C=C(OC(=O)C2=C1)C(=O)O (7- Methoxyisocoumarin -3- carboxylic acid). Reaction SMILES: [C:1]([C:4]1[CH:11]=[C:10]([O:12][CH3:13])[CH:9]=[CH:8][C:5]=1[CH:6]=O)([OH:3])=[O:2]>CCO>[CH3:13][O:12][C:10]1[CH:11]=[C:4]2[C:5]([CH:6]=[C:4]([C:1]([OH:3])=[O:2])[O:3][C:1]2=[O:2])=[CH:8][CH:9]=1. Procedure details: 7- Methoxyisocoumarin -3- carboxylic acid, mp. (EtOH) 280°-3°, (Found: C, 60.11; H, 3.93. C11H8O5 requires C, 60.00; H, 3.66) was prepared from 2- carboxy -4- methoxybenzaldehyde by an analogous procedure to that described in Example 1. Reactants: BrC(Br)(Br)Br, C=Cc1cc(OC(=O)N(C)C)ccc1C(O)CCO[Si](c1ccccc1)(c1ccccc1)C(C)(C)C, ClCCl, c1ccc(P(c2ccccc2)c2ccccc2)cc1. The product is C=Cc1cc(OC(=O)N(C)C)ccc1C(O)(Br)CCO[Si](c1ccccc1)(c1ccccc1)C(C)(C)C. As a reaction SMILES: [C:37]([Br:38])([Br:39])([Br:40])[Br:41].[CH3:1][N:2]([C:3]([O:4][c:5]1[cH:6][c:7]([CH:33]=[CH2:34])[c:8]([CH:11]([CH2:12][CH2:13][O:14][Si:15]([c:16]2[cH:17][cH:18][cH:19][cH:20][cH:21]2)([c:22]2[cH:23][cH:24][cH:25][cH:26][cH:27]2)[C:28]([CH3:29])([CH3:30])[CH3:31])[OH:32])[cH:9][cH:10]1)=[O:35])[CH3:36].[Cl:61][CH2:62][Cl:63].[c:42]1([P:43]([c:44]2[cH:45][cH:46][cH:47][cH:48][cH:49]2)[c:50]2[cH:51][cH:52][cH:53][cH:54][cH:55]2)[cH:56][cH:57][cH:58][cH:59][cH:60]1>>[CH3:1][N:2]([C:3]([O:4][c:5]1[cH:6][c:7]([CH:33]=[CH2:34])[c:8]([C:11]([CH2:12][CH2:13][O:14][Si:15]([c:16]2[cH:17][cH:18][cH:19][cH:20][cH:21]2)([c:22]2[cH:23][cH:24][cH:25][cH:26][cH:27]2)[C:28]([CH3:29])([CH3:30])[CH3:31])([OH:32])[Br:38])[cH:9][cH:10]1)=[O:35])[CH3:36]. Reactants: S(=O)(Cl)Cl (thionyl chloride), C(C1=CC=CC=C1)C(C(=O)O)C(=O)O (Benzyl malonic acid), CO (MeOH), ice. Reaction conditions: time 30 minute. The product is C(C1=CC=CC=C1)C(C(=O)O)C(=O)OC (2-benzyl-3-methoxy-3-oxopropanoic acid). The yield is 35.0%. RXN SMILES: [CH2:1]([CH:8]([C:12]([OH:14])=[O:13])[C:9]([OH:11])=[O:10])[C:2]1[CH:7]=[CH:6][CH:5]=[CH:4][CH:3]=1.S(Cl)(Cl)=O.[CH3:19]O>>[CH2:1]([CH:8]([C:9]([O:11][CH3:19])=[O:10])[C:12]([OH:14])=[O:13])[C:2]1[CH:7]=[CH:6][CH:5]=[CH:4][CH:3]=1. Procedure details: Benzyl malonic acid (19.4 g, 0.10 mol) was dissolved in 180 mL of MeOH. The mixture was cooled in an ice-bath and to it was added thionyl chloride dropwise over 30 min (7.3 mL, 0.10 mol). The mixture was stirred in the ice-bath for 30 min and then at RT for 30 min under N2. The solvent was removed, and the residue was dissolved in aqueous NaHCO3. The basic solution was extracted with EtOAc to remove the bis-ester which was discarded. The aqueous solution was then acidified with aqueous HCl to pH... The reactants are COC(CC1=CC=C(C=C1)OC)=O ((4-methoxy-phenyl)-acetic acid methyl ester), 22a, NC1=CC=C(C=C1)C (p-toluidine), [H-].[Na+] (sodium hydride). Run in CS(=O)C (DMSO). Yields the product COC1=CC=C(C=C1)CC(=O)NC1=CC=C(C=C1)C (2-(4-methoxy-phenyl)-N-p-tolyl-acetamide), 22b. Reaction SMILES: CO[C:3](=[O:13])[CH2:4][C:5]1[CH:10]=[CH:9][C:8]([O:11][CH3:12])=[CH:7][CH:6]=1.[NH2:14][C:15]1[CH:20]=[CH:19][C:18]([CH3:21])=[CH:17][CH:16]=1.[H-].[Na+]>CS(C)=O>[CH3:12][O:11][C:8]1[CH:7]=[CH:6][C:5]([CH2:4][C:3]([NH:14][C:15]2[CH:20]=[CH:19][C:18]([CH3:21])=[CH:17][CH:16]=2)=[O:13])=[CH:10][CH:9]=1 |f:2.3|. Procedure details: (4-methoxy-phenyl)-acetic acid methyl ester Compound 22a was reacted with p-toluidine and sodium hydride in DMSO at room temperature to provide 2-(4-methoxy-phenyl)-N-p-tolyl-acetamide Compound 22b. As a reaction SMILES: [H-].[Al+3].[Li+].[H-].[H-].[H-].[Cl-:7].[Al+3].[Cl-].[Cl-].[CH:11]1([CH2:20][C:21]([N:23]2[CH2:28][CH2:27][N:26]([C:29]3[CH:34]=[CH:33][C:32]([O:35][CH3:36])=[CH:31][CH:30]=3)[CH2:25][CH2:24]2)=O)[C:19]2[C:14](=[CH:15][CH:16]=[CH:17][CH:18]=2)[CH2:13][CH2:12]1>C1COCC1>[ClH:7].[ClH:7].[CH:11]1([CH2:20][CH2:21][N:23]2[CH2:28][CH2:27][N:26]([C:29]3[CH:30]=[CH:31][C:32]([O:35][CH3:36])=[CH:33][CH:34]=3)[CH2:25][CH2:24]2)[C:19]2[C:14](=[CH:15][CH:16]=[CH:17][CH:18]=2)[CH2:13][CH2:12]1 |f:0.1.2.3.4.5,6.7.8.9,12.13.14|. Solvent: C1CCOC1 (THF), C1CCOC1 (THF). The reactants are [Cl-].[Al+3].[Cl-].[Cl-] (Aluminum chloride), [H-].[Al+3].[Li+].[H-].[H-].[H-] (lithium aluminum hydride), C1(CCC2=CC=CC=C12)CC(=O)N1CCN(CC1)C1=CC=C(C=C1)OC (4-[2-(Indan-1-yl)acetyl]-1-(4-methoxyphenyl)piperazine). Reaction conditions: time 10 minute. Yields the product Cl.Cl.C1(CCC2=CC=CC=C12)CCN1CCN(CC1)C1=CC=C(C=C1)OC (4-[2-(Indan-1-yl)ethyl]-1-(4-methoxyphenyl)piperazine dihydrochloride). Reported procedure: A suspension of lithium aluminum hydride (1.9 g, 50 mmol) in THF (250 ml) is cooled to -20° under a nitrogen atmosphere. Aluminum chloride (6.7 g, 50 mmol) is added slowly via a powder funnel and the mixture is stirred for 10 min. A mixture of 4-[(indan-1-yl)acetyl]-1-(4-methoxyphenyl)piperazine (CXI, EXAMPLE 68, 8.76 g, 25 mmol) in THF (100 ml) is added dropwise over 10 min. The mixture is allowed to warm to 0-5° and stirred for 1 hr. The reaction is quenched with sodium hydroxide (20%) and ext...